From a dataset of the Open Reaction Database (ORD), a public repository of structured organic reaction records. describe an organic reaction: reactants, conditions, products, and yield Reactants: FC1=C(C=CC(=C1)B1OC(C(O1)(C)C)(C)C)C1=NN=C(S1)N (5-(2-fluoro-4-(4,4,5,5-tetramethyl-1,3,2-dioxaborolan-2-yl)phenyl)-1,3,4-thiadiazol-2-amine), BrC1=C(C=CC=C1)S(=O)(=O)N[C@@H](CO)C ((R)-2-bromo-N-(1-hydroxypropan-2-yl)benzene-sulfonamide). Product: NC1=NN=C(S1)C1=C(C=C(C=C1)C=1C(=CC=CC1)S(=O)(=O)N[C@@H](CO)C)F ((R)-4′-(5-Amino-1,3,4-thiadiazol-2-yl)-3′-fluoro-N-(1-hydroxypropan-2-yl)-[1,1′-biphenyl]-2-sulfonamide). RXN SMILES: [F:1][C:2]1[CH:7]=[C:6](B2OC(C)(C)C(C)(C)O2)[CH:5]=[CH:4][C:3]=1[C:17]1[S:21][C:20]([NH2:22])=[N:19][N:18]=1.Br[C:24]1[CH:29]=[CH:28][CH:27]=[CH:26][C:25]=1[S:30]([NH:33][C@H:34]([CH3:37])[CH2:35][OH:36])(=[O:32])=[O:31]>>[NH2:22][C:20]1[S:21][C:17]([C:3]2[CH:4]=[CH:5][C:6]([C:24]3[C:25]([S:30]([NH:33][C@H:34]([CH3:37])[CH2:35][OH:36])(=[O:32])=[O:31])=[CH:26][CH:27]=[CH:28][CH:29]=3)=[CH:7][C:2]=2[F:1])=[N:18][N:19]=1. Procedure details: The title compound was prepared using analogous conditions to those described in Example 6 utilizing 5-(2-fluoro-4-(4,4,5,5-tetramethyl-1,3,2-dioxaborolan-2-yl)phenyl)-1,3,4-thiadiazol-2-amine and (R)-2-bromo-N-(1-hydroxypropan-2-yl)benzene-sulfonamide. MS (ESI): mass calcd. for C17H17FN4O3S2, 408.07; m/z found, 409.1 [M+H]+. 1H NMR (300 MHz, CD3OD) δ 8.15-8.12 (m, 2H), 7.68 (m, 1H), 7.61 (m, 1H), 7.44-7.38 (m, 3H), 3.42-3.38 (m, 1H), 3.30-3.25 (m, 1H), 3.22-3.18 (m, 1H), 1.02 (d, J=6.6, 3H). Starting materials: CC([O-])=S, CC(c1ccc(-c2ccccc2)c(F)c1)c1nc(CCCl)no1, [K+], CN(C)C=O. Yields the product CC(=O)SCCc1noc(C(C)c2ccc(-c3ccccc3)c(F)c2)n1. Reaction SMILES: [C:24]([CH3:25])(=[S:26])[O-:27].[Cl:1][CH2:2][CH2:3][c:4]1[n:5][o:6][c:7]([CH:9]([c:10]2[cH:11][c:12]([F:22])[c:13](-[c:16]3[cH:17][cH:18][cH:19][cH:20][cH:21]3)[cH:14][cH:15]2)[CH3:23])[n:8]1.[K+:28].[O:29]=[CH:30][N:31]([CH3:32])[CH3:33]>>[CH2:2]([CH2:3][c:4]1[n:5][o:6][c:7]([CH:9]([c:10]2[cH:11][c:12]([F:22])[c:13](-[c:16]3[cH:17][cH:18][cH:19][cH:20][cH:21]3)[cH:14][cH:15]2)[CH3:23])[n:8]1)[S:26][C:24]([CH3:25])=[O:27]. Isolated yield 80.0%. Procedure: Potassium carbonate (10.6 g, 76.5 mmol) was added to a solution of Example 2 Part A compound (15.0 g, 69.6 mmol) and 4-fluorobenzaldehyde (Aldrich) (8.61 g, 69.6 mmol) in N,N-dimethylacetamide (100 mL) and the reaction was stirred at 125° C. for 24 h, then cooled to RT. The reaction was dissolved in CH2Cl2 (500 mL) and washed with water (4×180 mL) and brine (2×200 mL), then dried over MgSO4. Evaporation gave a solid mass. The crude product was triturated with EtOAc (10 mL), then washed with EtOA... The product is OC(C1=CC=C(C=C1)N1CCC(CC1)N1C(C2=CC=CC=C2C1)=O)C1=CC=CC=C1 (2,3-Dihydro-2-[1-[4-(hydroxyphenylmethyl)phenyl]-4-piperidinyl]-1H-isoindol-1one). RXN SMILES: C(=O)([O-])[O-].[K+].[K+].Cl.C1(C(C2C=CC=CC=2)=CC[N:17]2[CH2:22][CH2:21][CH:20]([N:23]3[CH2:31][C:30]4[C:25](=[CH:26][CH:27]=[CH:28][CH:29]=4)[C:24]3=[O:32])[CH2:19][CH2:18]2)C=CC=CC=1.F[C:40]1[CH:47]=[CH:46][C:43]([CH:44]=[O:45])=[CH:42][CH:41]=1>CN(C)C(=O)C.C(Cl)Cl>[OH:45][CH:44]([C:25]1[CH:30]=[CH:29][CH:28]=[CH:27][CH:26]=1)[C:43]1[CH:46]=[CH:47][C:40]([N:17]2[CH2:18][CH2:19][CH:20]([N:23]3[CH2:31][C:30]4[C:25](=[CH:26][CH:27]=[CH:28][CH:29]=4)[C:24]3=[O:32])[CH2:21][CH2:22]2)=[CH:41][CH:42]=1 |f:0.1.2,3.4|. Starting materials: C([O-])([O-])=O.[K+].[K+] (Potassium carbonate), Cl.C1(=CC=CC=C1)C(=CCN1CCC(CC1)N1C(C2=CC=CC=C2C1)=O)C1=CC=CC=C1 (2-[1-(3,3-Diphenyl-2-propenyl)-4-piperidinyl]-2,3-dihydro-1H-isoindol-1-one, monohydrochloride), compound, FC1=CC=C(C=O)C=C1 (4-fluorobenzaldehyde). Solvent: CN(C(C)=O)C (N,N-dimethylacetamide), C(Cl)Cl (CH2Cl2). Conditions: temperature 125 celsius, time 24 hour. Starting materials: OC1=C(C(=O)C2=C(C=C(C=C2)O)O)C=CC(=C1)O (2,2',4,4'-tetrahydroxybenzophenone), O1C2CC(CCC21)CC[Si](OC)(OC)OC (β-(3,4-epoxycyclohexyl)ethyltrimethoxysilane), Adduct III. The reagents and catalysts are [Cl-].C[N+](C)(C)C (tetramethylammonium chloride). Yields the product OC1=C(C(=O)C2=C(C=C(C=C2)O)O)C=CC(=C1)O.O1C2CC(CCC21)CC[Si](OC)(OC)OC (2,2',4,4'-TETRAHYDROXYBENZOPHENONE β-(3,4-EPOXYCYCLOHEXYL)ETHYLTRIMETHOXYSILANE). RXN SMILES: [OH:1][C:2]1[CH:17]=[C:16]([OH:18])[CH:15]=[CH:14][C:3]=1[C:4]([C:6]1[CH:11]=[CH:10][C:9]([OH:12])=[CH:8][C:7]=1[OH:13])=[O:5].[O:19]1[CH:25]2[CH:20]1[CH2:21][CH:22]([CH2:26][CH2:27][Si:28]([O:33][CH3:34])([O:31][CH3:32])[O:29][CH3:30])[CH2:23][CH2:24]2>[Cl-].C[N+](C)(C)C>[OH:1][C:2]1[CH:17]=[C:16]([OH:18])[CH:15]=[CH:14][C:3]=1[C:4]([C:6]1[CH:11]=[CH:10][C:9]([OH:12])=[CH:8][C:7]=1[OH:13])=[O:5].[O:19]1[CH:25]2[CH:20]1[CH2:21][CH:22]([CH2:26][CH2:27][Si:28]([O:33][CH3:34])([O:29][CH3:30])[O:31][CH3:32])[CH2:23][CH2:24]2 |f:2.3,4.5|. Procedure: The above Adduct III was prepared by heating 2,2',4,4'-tetrahydroxybenzophenone (4.92 g, 0.02 mole) at 80° C. with 9.84 g (0.04 mole) of β-(3,4-epoxycyclohexyl)ethyltrimethoxysilane and 0.1 g of tetramethylammonium chloride. A pale, reddish-brown, viscous oil was obtained. Reactants: [Al+3], CCC12CCC3C4=C(CCC3C1CCC2O)CC(OC)=CC4, CC(C)[O-], CC(C)[O-], CC(C)[O-], Cc1ccccc1, [Na+], [Na+], O=S(=O)([O-])[O-], O=C1CCCCC1, O. Product: CCC12CCC3C4=C(CCC3C1CCC2=O)CC(OC)=CC4. Reaction SMILES: [Al+3:27].[CH2:1]([CH3:2])[C:3]12[CH:4]([OH:22])[CH2:5][CH2:6][CH:7]1[CH:8]1[CH:9]([CH2:10][CH2:11]2)[C:12]2=[C:17]([CH2:16][C:15]([O:20][CH3:21])=[CH:14][CH2:13]2)[CH2:18][CH2:19]1.[CH3:23][CH:24]([CH3:25])[O-:26].[CH3:28][CH:29]([CH3:30])[O-:31].[CH3:32][CH:33]([CH3:34])[O-:35].[CH3:51][c:52]1[cH:53][cH:54][cH:55][cH:56][cH:57]1.[Na+:43].[Na+:44].[O-:45][S:46](=[O:47])(=[O:48])[O-:49].[O:36]=[C:37]1[CH2:38][CH2:39][CH2:40][CH2:41][CH2:42]1.[OH2:50]>>[CH2:1]([CH3:2])[C:3]12[C:4](=[O:22])[CH2:5][CH2:6][CH:7]1[CH:8]1[CH:9]([CH2:10][CH2:11]2)[C:12]2=[C:17]([CH2:16][C:15]([O:20][CH3:21])=[CH:14][CH2:13]2)[CH2:18][CH2:19]1. The reactants are OC(=O)C(F)(F)F.O1COC2=C1C=CC(=C2)C2=CCC(CC2)N2CC(C2)N (1-(4-benzo[1,3]dioxol-5-yl-cyclohex-3-enyl)-azetidin-3-ylamine TFA salt), FC(C=1C=C(C(=O)NCC(=O)O)C=CC1)(F)F ((3-trifluoromethyl-benzoylamino)-acetic acid), TEA, CCN=C=NCCCN(C)C (EDCI), C=1C=CC2=C(C1)N=NN2O (HOBT). The product is O1COC2=C1C=CC(=C2)C2=CCC(CC2)N2CC(C2)NC(=O)CNC(C2=CC(=CC=C2)C(F)(F)F)=O (N-{[1-(4-Benzo[1,3]-dioxol-5-yl-cyclohex-3-enyl)-azetidin-3-ylcarbamoyl]-methyl}-3-trifluoromethyl-benzamide). As a reaction SMILES: OC(C(F)(F)F)=O.[O:8]1[C:12]2[CH:13]=[CH:14][C:15]([C:17]3[CH2:22][CH2:21][CH:20]([N:23]4[CH2:26][CH:25]([NH2:27])[CH2:24]4)[CH2:19][CH:18]=3)=[CH:16][C:11]=2[O:10][CH2:9]1.[F:28][C:29]([F:44])([F:43])[C:30]1[CH:31]=[C:32]([CH:40]=[CH:41][CH:42]=1)[C:33]([NH:35][CH2:36][C:37](O)=[O:38])=[O:34].CCN=C=NCCCN(C)C.C1C=CC2N(O)N=NC=2C=1>C(Cl)Cl>[O:8]1[C:12]2[CH:13]=[CH:14][C:15]([C:17]3[CH2:22][CH2:21][CH:20]([N:23]4[CH2:26][CH:25]([NH:27][C:37]([CH2:36][NH:35][C:33](=[O:34])[C:32]5[CH:40]=[CH:41][CH:42]=[C:30]([C:29]([F:44])([F:28])[F:43])[CH:31]=5)=[O:38])[CH2:24]4)[CH2:19][CH:18]=3)=[CH:16][C:11]=2[O:10][CH2:9]1 |f:0.1|. Solvent: C(Cl)Cl (DCM). Run at time 6 hour. Procedure: A solution of 1-(4-benzo[1,3]dioxol-5-yl-cyclohex-3-enyl)-azetidin-3-ylamine TFA salt (as prepared in the previous step, 550 mg, 1.10 mmol) and (3-trifluoromethyl-benzoylamino)-acetic acid (Bionet, 272 mg, 1.10 mmol) in DCM (10 mL) was treated with TEA (770 μL, 5.5 mmol) at room temperature. The mixture was treated with EDCI (Aldrich, 252 mg, 1.32 mmol), HOBT (Aldrich 149 mg, 1.10 mmol), and the reaction was stirred at room temperature for additional 6 hours. The reaction was partitioned between... The reactants are FC(C(C(=O)O)(C)O)(F)F (3,3,3-trifluoro-2-hydroxy-2-methylpropanoic acid), S(=O)(Cl)Cl (thionyl chloride), Example 5, NC1=CC=CC2=C1C(C1=C(CS2)C=CS1)=O (9-amino-4,10-dihydrothieno[3,2-c][1]benzothiepin-10-one). Run in CC(=O)N(C)C (dimethylacetamide). Conditions: temperature -10 celsius, time 1 hour. The product is FC(C(C(=O)NC1=CC=CC2=C1C(C1=C(CS2)C=CS1)=O)(C)O)(F)F (9-(3,3,3-trifluoro-2-hydroxy-2-methylpropanoylamino)-4,10-dihydrothieno[3,2-c][1]benzothiepin-10-one). Yield: 63.0%. RXN SMILES: [F:1][C:2]([F:10])([F:9])[C:3]([OH:8])([CH3:7])[C:4](O)=[O:5].S(Cl)(Cl)=O.[NH2:15][C:16]1[C:21]2[C:22](=[O:30])[C:23]3[S:29][CH:28]=[CH:27][C:24]=3[CH2:25][S:26][C:20]=2[CH:19]=[CH:18][CH:17]=1>CC(N(C)C)=O>[F:1][C:2]([F:10])([F:9])[C:3]([OH:8])([CH3:7])[C:4]([NH:15][C:16]1[C:21]2[C:22](=[O:30])[C:23]3[S:29][CH:28]=[CH:27][C:24]=3[CH2:25][S:26][C:20]=2[CH:19]=[CH:18][CH:17]=1)=[O:5]. Reported procedure: In dimethylacetamide (10 ml) was dissolved 3,3,3-trifluoro-2-hydroxy-2-methylpropanoic acid (0.79 g, 5.0 mmol), and thionyl chloride (0.36 ml, 5.0 mmol) was added thereto at −15  C., followed by stirring at −15 to −5° C. for one hour. To the resulting mixture was added 9-amino-4,10-dihydrothieno[3,2-c][1]benzothiepin-10-one obtained in Reference Example 5 (0.62 g, 2.5 mmol), and the mixture was stirred overnight at room temperature. After the reaction mixture was concentrated under reduced press... Reactants: CCO, CC(=O)OCC1=NC(NC(=O)OCc2ccccc2)C(=O)N(CC(=O)N2CC3CCC(CC3)C2)c2c(C)cccc21. Product: Cc1cccc2c1N(CC(=O)N1CC3CCC(CC3)C1)C(=O)C(NC(=O)OCc1ccccc1)N=C2CO. Reaction SMILES: [CH3:42][CH2:43][OH:44].[CH:1]12[CH2:2][N:3]([C:10](=[O:11])[CH2:12][N:13]3[C:14](=[O:41])[CH:15]([NH:30][C:31](=[O:32])[O:33][CH2:34][c:35]4[cH:36][cH:37][cH:38][cH:39][cH:40]4)[N:16]=[C:17]([CH2:25][O:26][C:27](=[O:28])[CH3:29])[c:18]4[c:19]3[c:20]([CH3:24])[cH:21][cH:22][cH:23]4)[CH2:4][CH:5]([CH2:6][CH2:7]1)[CH2:8][CH2:9]2>>[CH:1]12[CH2:2][N:3]([C:10](=[O:11])[CH2:12][N:13]3[C:14](=[O:41])[CH:15]([NH:30][C:31](=[O:32])[O:33][CH2:34][c:35]4[cH:36][cH:37][cH:38][cH:39][cH:40]4)[N:16]=[C:17]([CH2:25][OH:26])[c:18]4[c:19]3[c:20]([CH3:24])[cH:21][cH:22][cH:23]4)[CH2:4][CH:5]([CH2:6][CH2:7]1)[CH2:8][CH2:9]2. The reactants are C(C1=CC=CC=C1)(=O)[C@@]([C@@](C(=O)O)(O)C(C1=CC=CC=C1)=O)(O)C(=O)O (dibenzoyl-D-tartaric acid), CCCCCCCC[N+](C)(C)CCOC(=O)C(C)C1=CC=C(C=C1)CC(C)C.[Br-] (AF150). Run in C1(=CC=CC=C1)C (toluene), C1(=CC=CC=C1)C (toluene). Product: CCCCCCCC[N+](C)(C)CCOC(=O)C(C)C1=CC=C(C=C1)CC(C)C.[Br-].C(C1=CC=CC=C1)(=O)[C@@]([C@@](C(=O)[O-])(O)C(C1=CC=CC=C1)=O)(O)C(=O)[O-] (AF150 dibenzoyl-D-tartrate). Isolated yield 80.0%. As a reaction SMILES: [C:1]([C@:9]([C:24]([OH:26])=[O:25])([OH:23])[C@:10]([C:15](=[O:22])[C:16]1[CH:21]=[CH:20][CH:19]=[CH:18][CH:17]=1)([OH:14])[C:11]([OH:13])=[O:12])(=[O:8])[C:2]1[CH:7]=[CH:6][CH:5]=[CH:4][CH:3]=1.[CH3:27][CH2:28][CH2:29][CH2:30][CH2:31][CH2:32][CH2:33][CH2:34][N+:35]([CH2:38][CH2:39][O:40][C:41]([CH:43]([C:45]1[CH:50]=[CH:49][C:48]([CH2:51][CH:52]([CH3:54])[CH3:53])=[CH:47][CH:46]=1)[CH3:44])=[O:42])([CH3:37])[CH3:36].[Br-:55]>C1(C)C=CC=CC=1>[CH3:27][CH2:28][CH2:29][CH2:30][CH2:31][CH2:32][CH2:33][CH2:34][N+:35]([CH2:38][CH2:39][O:40][C:41]([CH:43]([C:45]1[CH:50]=[CH:49][C:48]([CH2:51][CH:52]([CH3:53])[CH3:54])=[CH:47][CH:46]=1)[CH3:44])=[O:42])([CH3:37])[CH3:36].[Br-:55].[C:15]([C@:10]([C:11]([O-:13])=[O:12])([OH:14])[C@:9]([C:1](=[O:8])[C:2]1[CH:7]=[CH:6][CH:5]=[CH:4][CH:3]=1)([OH:23])[C:24]([O-:26])=[O:25])(=[O:22])[C:16]1[CH:21]=[CH:20][CH:19]=[CH:18][CH:17]=1 |f:1.2,4.5.6|. Procedure details: A hot solution of dibenzoyl-D-tartaric acid (5.4 g., 15 mmole) in 500 ml. toluene was added while stirring to AF150 (5.5 g., 32 mmole) dissolved in 200 ml. dry toluene. The precipitate was allowed to settle and the supernatant liquid was decanted off. The residual solid was washed with 3×100 ml. dry toluene and dried under reduced pressure to afford 8.4 g. (80% yield) of a white slightly hygroscopic solid.